Dataset: the Open Reaction Database (ORD), a public repository of structured organic reaction records. Task: describe an organic reaction: reactants, conditions, products, and yield Product: O=c1[nH]cc(C#CC2CC2)c2nc(NC3CCCNC3)c3ccncc3c12. Starting materials: CC(C)(C)OC(=O)N1CCCC(Nc2nc3c(C#CC4CC4)c[nH]c(=O)c3c3cnccc23)C1, ClCCl, O=C(O)C(F)(F)F. As a reaction SMILES: [CH:1]1([C:4]#[C:5][c:6]2[cH:7][nH:8][c:9](=[O:34])[c:10]3[c:11]4[c:12]([c:13]([NH:16][CH:17]5[CH2:18][N:19]([C:23]([O:24][C:25]([CH3:26])([CH3:27])[CH3:28])=[O:29])[CH2:20][CH2:21][CH2:22]5)[n:14][c:15]23)[cH:30][cH:31][n:32][cH:33]4)[CH2:2][CH2:3]1.[Cl:42][CH2:43][Cl:44].[OH:35][C:36]([C:37]([F:38])([F:39])[F:40])=[O:41]>>[CH:1]1([C:4]#[C:5][c:6]2[cH:7][nH:8][c:9](=[O:34])[c:10]3[c:11]4[c:12]([c:13]([NH:16][CH:17]5[CH2:18][NH:19][CH2:20][CH2:21][CH2:22]5)[n:14][c:15]23)[cH:30][cH:31][n:32][cH:33]4)[CH2:2][CH2:3]1. Starting materials: O=C(O)c1cc(Cl)ccc1Br, [Li]CCCC, O=C1CCN(Cc2ccccc2)CC1, CCCCCC, CCOCC, C1CCOC1, O. Product: O=C1OC2(CCN(Cc3ccccc3)CC2)c2ccc(Cl)cc21. As a reaction SMILES: [Br:1][c:2]1[c:3]([C:4](=[O:5])[OH:6])[cH:7][c:8]([Cl:11])[cH:9][cH:10]1.[CH2:12]([Li:13])[CH2:14][CH2:15][CH3:16].[CH2:17]([c:18]1[cH:19][cH:20][cH:21][cH:22][cH:23]1)[N:24]1[CH2:25][CH2:26][C:27](=[O:30])[CH2:28][CH2:29]1.[CH3:37][CH2:38][CH2:39][CH2:40][CH2:41][CH3:42].[CH3:43][CH2:44][O:45][CH2:46][CH3:47].[O:32]1[CH2:33][CH2:34][CH2:35][CH2:36]1.[OH2:31]>>[c:2]12[c:3]([cH:7][c:8]([Cl:11])[cH:9][cH:10]1)[C:4](=[O:5])[O:6][C:27]21[CH2:26][CH2:25][N:24]([CH2:17][c:18]2[cH:19][cH:20][cH:21][cH:22][cH:23]2)[CH2:29][CH2:28]1. Reactants: ClC=1C=C(C=CC1)O (3-chlorophenol), [H-].[Na+] (sodium hydride), Cl.ClCCN (2-chloroethylamine hydrochloride), ClC=1C=C(C=CC1)O (3-chlorophenol). The solvent is O1CCCC1 (tetrahydrofuran). Run at time 17 hour. Product: ClC=1C=C(OCCN)C=CC1 (2-[3-Chlorophenoxy]ethylamine). RXN SMILES: [Cl:1][C:2]1[CH:3]=[C:4]([OH:8])[CH:5]=[CH:6][CH:7]=1.[H-].[Na+].Cl.Cl[CH2:13][CH2:14][NH2:15]>O1CCCC1>[Cl:1][C:2]1[CH:3]=[C:4]([CH:5]=[CH:6][CH:7]=1)[O:8][CH2:13][CH2:14][NH2:15] |f:1.2,3.4|. Reported procedure: Add 5.0 g (38.9 mmol) of 3-chlorophenol to a 0° C. suspension of 3.42 g (85.6 mmol, 2.2 eq., 60% by wt. in mineral oil) of sodium hydride in 100 mL of dry tetrahydrofuran. Once the 3-chlorophenol is dissolved add 9.93 g (85.6 mmol, 2.2 eq.) of 2-chloroethylamine hydrochloride and stir at room temperature for 17 hr. Concentrate the reaction mixture and partition between 200 mL of methylene chloride and 50 mL water. Dry the organic layer over Na2SO4 and concentrate in vacuo to obtain the title com... Reactants: FC1=C(C=C(C=C1)[N+](=O)[O-])[C@]1(N=C(CS([C@H]2COC[C@H]12)(=O)=O)N)C ((3aR,8S,8aS)-rel-8-(2-fluoro-5-nitro-phenyl)-8-methyl-4,4-dioxo-3,3a,4,5,8,8a-hexahydro-1H-2-oxa-4λ6-thia-7-aza-azulen-6-ylamine). The reagents and catalysts are [Pd] (palladium on carbon). Run in C(C)O (ethanol), C(C)O (ethanol), O1CCCC1 (tetrahydrofuran). Product: NC=1C=CC(=C(C1)[C@]1(N=C(CS([C@H]2COC[C@H]12)(=O)=O)N)C)F ((3aR,8S,8aS)-rel-8-(5-amino-2-fluoro-phenyl)-8-methyl-4,4-dioxo-3,3a,4,5,8,8a-hexahydro-1H-2-oxa-4λ6-thia-7-aza-azulen-6-ylamine). The yield is 104.8%. As a reaction SMILES: [F:1][C:2]1[CH:7]=[CH:6][C:5]([N+:8]([O-])=O)=[CH:4][C:3]=1[C@:11]1([CH3:24])[C@@H:20]2[C@H:16]([CH2:17][O:18][CH2:19]2)[S:15](=[O:22])(=[O:21])[CH2:14][C:13]([NH2:23])=[N:12]1>C(O)C.[Pd].O1CCCC1>[NH2:8][C:5]1[CH:6]=[CH:7][C:2]([F:1])=[C:3]([C@:11]2([CH3:24])[C@@H:20]3[C@H:16]([CH2:17][O:18][CH2:19]3)[S:15](=[O:21])(=[O:22])[CH2:14][C:13]([NH2:23])=[N:12]2)[CH:4]=1. Reported procedure: The crude (3aR,8S,8aS)-rel-8-(2-fluoro-5-nitro-phenyl)-8-methyl-4,4-dioxo-3,3a,4,5,8,8a-hexahydro-1H-2-oxa-4λ6-thia-7-aza-azulen-6-ylamine (73 mg, 204 μmol) was hydrogenated under atmospheric pressure at room temperature in ethanol (5 ml) using palladium on carbon (5%; 39 mg, 18.3 μmol) as the catalyst. After 3 hours the catalyst was filtered and the filtrate evaporated at reduced pressure. In order to complete the reaction, the residue was hydrogenated in a mixture of ethanol (5 ml) and tetrahy... Reactants: Cl(=O)[O-].[Na+] (sodium chlorite), C(C)(C)(C)C1=C(C(=CC2=C1CC(O2)(C)C=O)C(C)(C)C)O[Si](C)(C)C (4,6-di-t-butyl-2-formyl-2-methyl-5-trimethylsilyloxy-2,3-dihydrobenzofuran), P(=O)(O)(O)[O-].[Na+] (sodium dihydrogenphosphate), CC(C)=CC (2-methyl-2-butene). Run in O (water), C(C)(C)(C)O (t-butyl alcohol). Conditions: temperature -5 celsius, time 20 minute. The product is C(C)(C)(C)C1=C(C(=CC2=C1CC(O2)(C(=O)O)C)C(C)(C)C)O[Si](C)(C)C (4,6-di-t-butyl-2-methyl-5-trimethylsilyloxy-2,3-dihydrobenzofuran-2-carboxylic acid). The yield is 73.0%. As a reaction SMILES: [C:1]([C:5]1[C:10]2[CH2:11][C:12]([CH:15]=[O:16])([CH3:14])[O:13][C:9]=2[CH:8]=[C:7]([C:17]([CH3:20])([CH3:19])[CH3:18])[C:6]=1[O:21][Si:22]([CH3:25])([CH3:24])[CH3:23])([CH3:4])([CH3:3])[CH3:2].P([O-])(O)(O)=[O:27].[Na+].CC(=CC)C.Cl([O-])=O.[Na+]>C(O)(C)(C)C.O>[C:1]([C:5]1[C:10]2[CH2:11][C:12]([CH3:14])([C:15]([OH:27])=[O:16])[O:13][C:9]=2[CH:8]=[C:7]([C:17]([CH3:18])([CH3:20])[CH3:19])[C:6]=1[O:21][Si:22]([CH3:25])([CH3:24])[CH3:23])([CH3:2])([CH3:3])[CH3:4] |f:1.2,4.5|. Procedure: To a solution of 0.5 g of 4,6-di-t-butyl-2-formyl-2-methyl-5-trimethylsilyloxy-2,3-dihydrobenzofuran in 5 ml of t-butyl alcohol were added 5 ml of a saturated aqueous sodium dihydrogenphosphate solution and 0.73 ml of 2-methyl-2-butene, and the mixture was cooled to -5° C. To this solution was added dropwise a solution of 0.14 g of sodium chlorite in 5 ml of distilled water, and the mixture was stirred for 20 minutes, then further stirred at room temperature for 15 minutes. The reaction solution... Starting materials: BrC=1C=CC(=C(C(=O)NC2=CC(=CC(=C2)C(F)(F)F)OC)C1)O (5-bromo-2-hydroxy-N-[3-methoxy-5-(trifluoromethyl)phenyl]benzamide), N1(CCOCC1)C(=O)Cl (morpholine-4-carbonyl chloride), raw materials. Product: BrC=1C=CC(=C(C(=O)NC2=CC(=CC(=C2)C(F)(F)F)OC)C1)OC(=O)N1CCOCC1 (5-Bromo-N-[3-methoxy-5-(trifluoromethyl)phenyl]-2-[(morpholinocarbonyl)oxy]-benzamide). Yield: 85.8%. As a reaction SMILES: [Br:1][C:2]1[CH:3]=[CH:4][C:5]([OH:23])=[C:6]([CH:22]=1)[C:7]([NH:9][C:10]1[CH:15]=[C:14]([C:16]([F:19])([F:18])[F:17])[CH:13]=[C:12]([O:20][CH3:21])[CH:11]=1)=[O:8].[N:24]1([C:30](Cl)=[O:31])[CH2:29][CH2:28][O:27][CH2:26][CH2:25]1>>[Br:1][C:2]1[CH:3]=[CH:4][C:5]([O:23][C:30]([N:24]2[CH2:29][CH2:28][O:27][CH2:26][CH2:25]2)=[O:31])=[C:6]([CH:22]=1)[C:7]([NH:9][C:10]1[CH:15]=[C:14]([C:16]([F:19])([F:17])[F:18])[CH:13]=[C:12]([O:20][CH3:21])[CH:11]=1)=[O:8]. Reported procedure: Using 5-bromo-2-hydroxy-N-[3-methoxy-5-(trifluoromethyl)phenyl]benzamide and morpholine-4-carbonyl chloride as the raw materials, the same operation as the Example 71 gave the title compound. The reactants are NC1=CC=C(C=C1)N1C(CC(NC2=C1C=CC(=C2)OC)=O)=O (1-(4-aminophenyl)-7-methoxy-1H-1,5-benzodiazepine-2,4(3H,5H)-dione), ClC1=C(CS(=O)(=O)Cl)C=CC=C1 (2-chlorobenzylsulfonyl chloride). Product: ClC1=C(C=CC=C1)CS(=O)(=O)NC1=CC=C(C=C1)N1C2=C(NC(CC1=O)=O)C=C(C=C2)OC (1-(2-Chlorophenyl)-N-[4-(2,4-dioxo-7-methoxy-1H-benzo[1,2-b][1,4]diazepin-1-yl)phenyl]methanesulfonamide). Yield: 21.5%. Reaction SMILES: [NH2:1][C:2]1[CH:7]=[CH:6][C:5]([N:8]2[C:14]3[CH:15]=[CH:16][C:17]([O:19][CH3:20])=[CH:18][C:13]=3[NH:12][C:11](=[O:21])[CH2:10][C:9]2=[O:22])=[CH:4][CH:3]=1.[Cl:23][C:24]1[CH:34]=[CH:33][CH:32]=[CH:31][C:25]=1[CH2:26][S:27](Cl)(=[O:29])=[O:28]>>[Cl:23][C:24]1[CH:34]=[CH:33][CH:32]=[CH:31][C:25]=1[CH2:26][S:27]([NH:1][C:2]1[CH:7]=[CH:6][C:5]([N:8]2[C:9](=[O:22])[CH2:10][C:11](=[O:21])[NH:12][C:13]3[CH:18]=[C:17]([O:19][CH3:20])[CH:16]=[CH:15][C:14]2=3)=[CH:4][CH:3]=1)(=[O:29])=[O:28]. Procedure details: By using 1-(4-aminophenyl)-7-methoxy-1H-1,5-benzodiazepine-2,4(3H,5H)-dione (65 mg, 0.22 mmol), and 2-chlorobenzylsulfonyl chloride (74 μL, 0.33 mmol), the title compound (23 mg, yield 13%) was obtained in the same manner as that of Example 145. Yields the product O=C(NC(=O)c1c(Cl)cccc1Cl)Nc1ccc(Cl)c(Cl)c1. RXN SMILES: [Cl:12][c:13]1[cH:14][c:15]([N:20]=[C:21]=[O:22])[cH:16][cH:17][c:18]1[Cl:19].[ClH:24].[NH2:1][C:2](=[O:3])[c:4]1[c:5]([Cl:6])[cH:7][cH:8][cH:9][c:10]1[Cl:11].[Na:23].[cH:25]1[cH:26][cH:27][n:28][cH:29][cH:30]1>>[NH:1]([C:2](=[O:3])[c:4]1[c:5]([Cl:6])[cH:7][cH:8][cH:9][c:10]1[Cl:11])[C:21]([NH:20][c:15]1[cH:14][c:13]([Cl:12])[c:18]([Cl:19])[cH:17][cH:16]1)=[O:22]. Reactants: O=C=Nc1ccc(Cl)c(Cl)c1, Cl, NC(=O)c1c(Cl)cccc1Cl, [Na], c1ccncc1.